This data is from the Open Reaction Database (ORD), a public repository of structured organic reaction records. The task is: describe an organic reaction: reactants, conditions, products, and yield The reactants are C(CCCC)C1=CC=C(CN)C=C1 (4-pentylbenzylamine), COC(COC1=CC=C(C=C1)CN)=O (methyl[4-(aminomethyl)phenoxy]acetate), acetate salt, ClCC=1N=C(SC1)C1=CC=C(C(=O)Cl)C=C1 (4-[4-(chloromethyl)-1,3-thiazol-2-yl]benzoyl chloride), FC(C1=CC=C(C(=O)Cl)C=C1)(F)F (4-(trifluoromethyl)benzoyl chloride). Yields the product C(CCCC)C1=CC=C(CNC(=O)C2=CC=C(C=C2)C=2SC=C(N2)CN(C(C2=CC=C(C=C2)C(F)(F)F)=O)CC2=CC=C(OCC(=O)O)C=C2)C=C1 ([4-({{[2-(4-{[(4-pentylbenzyl)amino]carbonyl}phenyl)-1,3-thiazol-4-yl]methyl}[4-(trifluoromethyl)benzoyl]amino}methyl)phenoxy]acetic acid). As a reaction SMILES: [CH2:1]([C:6]1[CH:13]=[CH:12][C:9]([CH2:10][NH2:11])=[CH:8][CH:7]=1)[CH2:2][CH2:3][CH2:4][CH3:5].Cl[CH2:15][C:16]1[N:17]=[C:18]([C:21]2[CH:29]=[CH:28][C:24]([C:25](Cl)=[O:26])=[CH:23][CH:22]=2)[S:19][CH:20]=1.[F:30][C:31]([F:42])([F:41])[C:32]1[CH:40]=[CH:39][C:35]([C:36](Cl)=[O:37])=[CH:34][CH:33]=1.C[O:44][C:45](=[O:56])[CH2:46][O:47][C:48]1[CH:53]=[CH:52][C:51]([CH2:54][NH2:55])=[CH:50][CH:49]=1>>[CH2:1]([C:6]1[CH:13]=[CH:12][C:9]([CH2:10][NH:11][C:25]([C:24]2[CH:28]=[CH:29][C:21]([C:18]3[S:19][CH:20]=[C:16]([CH2:15][N:55]([CH2:54][C:51]4[CH:52]=[CH:53][C:48]([O:47][CH2:46][C:45]([OH:56])=[O:44])=[CH:49][CH:50]=4)[C:36](=[O:37])[C:35]4[CH:39]=[CH:40][C:32]([C:31]([F:42])([F:41])[F:30])=[CH:33][CH:34]=4)[N:17]=3)=[CH:22][CH:23]=2)=[O:26])=[CH:8][CH:7]=1)[CH2:2][CH2:3][CH2:4][CH3:5]. Reported procedure: The title compound was prepared following the procedure A using 4-pentylbenzylamine, 4-[4-(chloromethyl)-1,3-thiazol-2-yl]benzoyl chloride, 4-(trifluoromethyl)benzoyl chloride and methyl[4-(aminomethyl)phenoxy]acetate, acetate salt. M+(ESI): 730